This data is from the Open Reaction Database (ORD), a public repository of structured organic reaction records. The task is: describe an organic reaction: reactants, conditions, products, and yield Starting materials: CNC=1C2=CC=CC=C2N=C2CCCC(C12)=O (3,4-dihydro-9-(methylamino)acridin-1(2H)-one), [N+](=O)(O)[O-] (HNO3), [OH-].[Na+] (NaOH). The solvent is OS(=O)(=O)O (H2SO4). Product: CNC=1C2=CC(=CC=C2N=C2CCCC(C12)=O)[N+](=O)[O-] (3,4-Dihydro-9-methylamino-7-nitroacridin-1(2H)-one). The yield is 47.0%. Reaction SMILES: [CH3:1][NH:2][C:3]1[C:4]2[C:9]([N:10]=[C:11]3[C:16]=1[C:15](=[O:17])[CH2:14][CH2:13][CH2:12]3)=[CH:8][CH:7]=[CH:6][CH:5]=2.[N+:18]([O-])([OH:20])=[O:19].[OH-].[Na+]>OS(O)(=O)=O>[CH3:1][NH:2][C:3]1[C:4]2[C:9]([N:10]=[C:11]3[C:16]=1[C:15](=[O:17])[CH2:14][CH2:13][CH2:12]3)=[CH:8][CH:7]=[C:6]([N+:18]([O-:20])=[O:19])[CH:5]=2 |f:2.3|. Procedure details: In 100 ml of concentrated H2SO4 at 0° C. was added 4.83 g of 3,4-dihydro-9-(methylamino)acridin-1(2H)-one. While maintaining the reaction at 0° C., 1.92 ml (1 eq) of concentrated HNO3 (70 wt %) was added dropwise over 10 minutes. Since the reaction appeared complete after the addition based on thin layer chromatography, the reaction mixture was poured into ice and neutralized with 50% NaOH. At the basic point a precipitate formed. This was filtered and chromatographed on silica gel (EtOAc) and t... RXN SMILES: Cl[C:2]1[CH:7]=[C:6](Cl)[N:5]=[CH:4][N:3]=1.[CH3:9][C:10]1[CH:11]=[C:12](B(O)O)[CH:13]=[CH:14][CH:15]=1.C(=O)([O-])[O-].[Na+].[Na+]>C1C=CC(P(C2C=CC=CC=2)C2C=CC=CC=2)=CC=1.C1C=CC(P(C2C=CC=CC=2)C2C=CC=CC=2)=CC=1.Cl[Pd]Cl.O.C(#N)C>[CH3:9][C:10]1[CH:11]=[C:12]([C:2]2[CH:7]=[C:6]([C:14]3[CH:13]=[CH:12][CH:11]=[C:10]([CH3:9])[CH:15]=3)[N:5]=[CH:4][N:3]=2)[CH:13]=[CH:14][CH:15]=1 |f:2.3.4,5.6.7|. Yields the product CC=1C=C(C=CC1)C1=NC=NC(=C1)C1=CC(=CC=C1)C (4,6-bis(3-methylphenyl)pyrimidine). Solvent: O (water), O (water), O (water), C(C)#N (acetonitrile), C(C)#N (acetonitrile). The yield is 15.0%. Starting materials: ClC1=NC=NC(=C1)Cl (4,6-dichloropyrimidine), CC=1C=C(C=CC1)B(O)O (3-methylphenylboronic acid), C([O-])([O-])=O.[Na+].[Na+] (sodium carbonate), CC=1C=C(C=CC1)B(O)O (3-methylphenylboronic acid), C([O-])([O-])=O.[Na+].[Na+] (sodium carbonate). Reagents/catalysts: Cl[Pd]([P](C1=CC=CC=C1)(C2=CC=CC=C2)C3=CC=CC=C3)([P](C4=CC=CC=C4)(C5=CC=CC=C5)C6=CC=CC=C6)Cl (Pd(PPh3)2Cl2), C1=CC=C(C=C1)P(C2=CC=CC=C2)C3=CC=CC=C3.C1=CC=C(C=C1)P(C2=CC=CC=C2)C3=CC=CC=C3.Cl[Pd]Cl (bis(triphenylphosphine)palladium(II)dichloride). Procedure: First, into a recovery flask equipped with a reflux pipe were put 4.99 g of 4,6-dichloropyrimidine, 9.23 g of 3-methylphenylboronic acid, 7.18 g of sodium carbonate, 0.29 g of bis(triphenylphosphine)palladium(II)dichloride (abbreviation: Pd(PPh3)2Cl2), 20 mL of water, and 20 mL of acetonitrile, and the air in the flask was replaced with argon. This reaction container was heated by irradiation with microwaves (2.45 GHz, 100 W) for 60 minutes. Here, into the flask were further put 2.31 g of 3-meth...